Dataset: the Open Reaction Database (ORD), a public repository of structured organic reaction records. Task: describe an organic reaction: reactants, conditions, products, and yield Starting materials: CCO, CCOC(=O)COC(=O)c1c(Cl)cccc1Cl, [K+], [OH-]. The product is O=C(O)COC(=O)c1c(Cl)cccc1Cl. As a reaction SMILES: [CH3:20][CH2:21][OH:22].[Cl:3][c:4]1[c:5]([C:6](=[O:7])[O:8][CH2:9][C:10](=[O:11])[O:12][CH2:13][CH3:14])[c:15]([Cl:19])[cH:16][cH:17][cH:18]1.[K+:2].[OH-:1]>>[Cl:3][c:4]1[c:5]([C:6](=[O:7])[O:8][CH2:9][C:10](=[O:11])[OH:12])[c:15]([Cl:19])[cH:16][cH:17][cH:18]1.